Dataset: the Open Reaction Database (ORD), a public repository of structured organic reaction records. Task: describe an organic reaction: reactants, conditions, products, and yield Reactants: CC1=C(C(C(=C(N1)C)C(=O)OC(C)(C)CN(C)CCC(C=2C=CC=CC2)C=3C=CC=CC3)C=4C=CC=C(C4)[N+](=O)[O-])C(=O)OC (lercanidipine), C1(=CC=CC=C1)S(=O)(=O)O (benzenesulfonic acid). The solvent is CO (methanol), CO (methanol). Reaction conditions: time 24 hour. The product is CC1=C(C(C(=C(N1)C)C(=O)OC(C)(C)CN(C)CCC(C=2C=CC=CC2)C=3C=CC=CC3)C=4C=CC=C(C4)[N+](=O)[O-])C(=O)OC.S(=O)(=O)([O-])C1=CC=CC=C1 (lercanidipine besylate). The yield is 84.7%. As a reaction SMILES: [CH3:1][C:2]1[NH:7][C:6]([CH3:8])=[C:5]([C:9]([O:11][C:12]([CH2:15][N:16]([CH2:18][CH2:19][CH:20]([C:27]2[CH:28]=[CH:29][CH:30]=[CH:31][CH:32]=2)[C:21]2[CH:22]=[CH:23][CH:24]=[CH:25][CH:26]=2)[CH3:17])([CH3:14])[CH3:13])=[O:10])[CH:4]([C:33]2[CH:34]=[CH:35][CH:36]=[C:37]([N+:39]([O-:41])=[O:40])[CH:38]=2)[C:3]=1[C:42]([O:44][CH3:45])=[O:43].[C:46]1([S:52]([OH:55])(=[O:54])=[O:53])[CH:51]=[CH:50][CH:49]=[CH:48][CH:47]=1>CO>[CH3:1][C:2]1[NH:7][C:6]([CH3:8])=[C:5]([C:9]([O:11][C:12]([CH2:15][N:16]([CH2:18][CH2:19][CH:20]([C:21]2[CH:22]=[CH:23][CH:24]=[CH:25][CH:26]=2)[C:27]2[CH:28]=[CH:29][CH:30]=[CH:31][CH:32]=2)[CH3:17])([CH3:13])[CH3:14])=[O:10])[CH:4]([C:33]2[CH:34]=[CH:35][CH:36]=[C:37]([N+:39]([O-:41])=[O:40])[CH:38]=2)[C:3]=1[C:42]([O:44][CH3:45])=[O:43].[S:52]([C:46]1[CH:51]=[CH:50][CH:49]=[CH:48][CH:47]=1)([O-:55])(=[O:54])=[O:53] |f:3.4|. Procedure: A larger scale production has been performed as follows. A solution of 48 g of lercanidipine free base in 96 ml of methanol was added with 12.7 g of benzenesulfonic acid in 22 ml of methanol at room temperature. The resulting suspension was filtered and evaporated at 55° C. to a final volume of 50 ml. The solution was then seeded with crystalline lercanidipine besylate, and allowed to stand at room temperature for 24 hours, followed by storage at 5 C for 6 days. The resulting compact mass of cry... The reactants are CC(C)([O-])C.[K+] (Potassium tert-butoxide), OC1CCN(CC1)C(=O)OC(C)(C)C (tert-butyl 4-hydroxypiperidine-1-carboxylate), ClC1=C(C#N)C=CC(=C1)F (chloro-4-fluoro-benzonitrile). Run in C(OC)COC (glyme). Conditions: time 8 hour. Yields the product ClC=1C=C(OC2CCN(CC2)C(=O)OC(C)(C)C)C=CC1C#N (Tert-Butyl 4-(3-chloro-4-cyanophenoxy)piperidine-1-carboxylate). The yield is 41.2%. As a reaction SMILES: CC(C)([O-])C.[K+].[OH:7][CH:8]1[CH2:13][CH2:12][N:11]([C:14]([O:16][C:17]([CH3:20])([CH3:19])[CH3:18])=[O:15])[CH2:10][CH2:9]1.[Cl:21][C:22]1[CH:29]=[C:28](F)[CH:27]=[CH:26][C:23]=1[C:24]#[N:25]>C(COC)OC>[Cl:21][C:22]1[CH:29]=[C:28]([CH:27]=[CH:26][C:23]=1[C:24]#[N:25])[O:7][CH:8]1[CH2:9][CH2:10][N:11]([C:14]([O:16][C:17]([CH3:20])([CH3:19])[CH3:18])=[O:15])[CH2:12][CH2:13]1 |f:0.1|. Reported procedure: Potassium tert-butoxide (5.57 g, 49.68 mmol) was added to a solution of tert-butyl 4-hydroxypiperidine-1-carboxylate (5.00 g, 24.84 mmol) in glyme (100 ml) and the mixture stirred for 30 min. before addition of 2 chloro-4-fluoro-benzonitrile (7.73 g, 49.68 mmol). The reaction was stirred at room temperature overnight and then partitioned between ethyl acetate (250 ml) and water (200 ml). The organic layer was separated, dried over magnesium sulfate and the solvent evaporated. The residue was pur...